This data is from the Open Reaction Database (ORD), a public repository of structured organic reaction records. The task is: describe an organic reaction: reactants, conditions, products, and yield Starting materials: BrC1=NC(=CC=C1)N1CC2(CC1)OCCO2 (2-bromo-6-(3,3-ethylenedioxypyrrolidine-1-yl)pyridine), C(C1=CC=CC=C1)Br (benzyl bromide), [Mg] (magnesium), C(C1=CC=CC=C1)[Mg]Br (benzyl magnesium bromide). Reagents/catalysts: CC(C)P(C1=CC=CC=C1)C2=CC=CC=C2.C1=CC=C(C=C1)PC2=CC=CC=C2.[Cl-].[Ni] (1,3-bis (diphenylphosphino)propanenickel (II) chloride). Run in O1CCCC1 (tetrahydrofuran), C(C)OCC (diethyl ether), C(C)OCC (diethyl ether). Product: C(C1=CC=CC=C1)C1=NC(=CC=C1)N1CC2(CC1)OCCO2 (2-Benzyl-6-(3,3-ethylenedioxypyrrolidine-1-yl)pyridine). Reaction SMILES: Br[C:2]1[CH:7]=[CH:6][CH:5]=[C:4]([N:8]2[CH2:12][CH2:11][C:10]3([O:16][CH2:15][CH2:14][O:13]3)[CH2:9]2)[N:3]=1.[CH2:17]([Mg]Br)[C:18]1[CH:23]=[CH:22][CH:21]=[CH:20][CH:19]=1.C(Br)C1C=CC=CC=1.[Mg]>CC(P(C1C=CC=CC=1)C1C=CC=CC=1)C.C1C=CC(PC2C=CC=CC=2)=CC=1.[Cl-].[Ni].C(OCC)C.O1CCCC1>[CH2:17]([C:2]1[CH:7]=[CH:6][CH:5]=[C:4]([N:8]2[CH2:12][CH2:11][C:10]3([O:16][CH2:15][CH2:14][O:13]3)[CH2:9]2)[N:3]=1)[C:18]1[CH:23]=[CH:22][CH:21]=[CH:20][CH:19]=1 |f:4.5.6.7|. Reported procedure: A mixture of 6.3 g of 2-bromo-6-(3,3-ethylenedioxypyrrolidine-1-yl)pyridine, 240 mg of 1,3-bis (diphenylphosphino)propanenickel (II) chloride and 20 ml of tetrahydrofuran was stirred in an ice bath in a nitrogen atmosphere. Into the mixture were added dropwise a diethyl ether solution of benzyl magnesium bromide prepared from 3.4 ml of benzyl bromide, 0.8 g of magnesium and 15 ml of diethyl ether, followed by stirring at room temperature overnight as it was. The reaction solution was partitioned... The reactants are BrCCOC1=CSC=C1C (3-(2-bromoethoxy)-4-methylthiophene), BrCCOC1=CSC=C1C (3-(2-bromoethoxy)-4-methylthiophene), CN1C=NC=C1 (1-methylimidazole), CN1C=NC=C1 (1-methylimidazole), BrCCOC1=CSC=C1C (3-(2-bromoethoxy)-4-methylthiophene). The product is BrCCOC1=CSC=C1C (3-(2-bromoethoxy)-4-methylthiophene), desired monomer, [NH+]1=CNC=C1 (imidazolium). As a reaction SMILES: [Br:1][CH2:2][CH2:3][O:4][C:5]1[C:9]([CH3:10])=[CH:8][S:7][CH:6]=1.C[N:12]1[CH:16]=[CH:15][N:14]=[CH:13]1>>[Br:1][CH2:2][CH2:3][O:4][C:5]1[C:9]([CH3:10])=[CH:8][S:7][CH:6]=1.[NH+:12]1[CH:16]=[CH:15][NH:14][CH:13]=1. Reported procedure: Similarly, monomer 2 is prepared from 3-(2-bromoethoxy)-4-methylthiophene (compound 4) and 1-methylimidazole (Aldrich Co.) (see Scheme 2). Compound 4 is prepared according to the procedure developed by Leclerc et al. (Faïd, K.; Leclerc, M. J. Chem. Soc., Chem. Commun., 2761, (1996)). The quaternization reaction between 1-methylimidazole and compound 4, provides the desired monomer imidazolium salt 2. (Lucas, P.; Mehdi, N. E.; Ho, H. A.; Belanger, D.; Breau, L. Synthesis, 9, 1253, (2000)).